Dataset: the Open Reaction Database (ORD), a public repository of structured organic reaction records. Task: describe an organic reaction: reactants, conditions, products, and yield The reactants are Br, C1CCOC1, CC1(C)CCC(C)(C)c2cc(-c3csc(C4CCNCC4)n3)ccc21, CN1CCOCC1, [Cl-], [NH4+], On1nnc2ccccc21, O=C(O)Cc1ccncc1. The product is CC1(C)CCC(C)(C)c2cc(-c3csc(C4CCN(C(=O)Cc5ccncc5)CC4)n3)ccc21. As a reaction SMILES: [BrH:1].[CH2:56]1[O:57][CH2:58][CH2:59][CH2:60]1.[CH3:2][C:3]1([CH3:26])[c:4]2[cH:5][cH:6][c:7](-[c:15]3[n:16][c:17]([CH:20]4[CH2:21][CH2:22][NH:23][CH2:24][CH2:25]4)[s:18][cH:19]3)[cH:8][c:9]2[C:10]([CH3:13])([CH3:14])[CH2:11][CH2:12]1.[CH3:37][N:38]1[CH2:39][CH2:40][O:41][CH2:42][CH2:43]1.[Cl-:54].[NH4+:55].[OH:44][n:45]1[c:46]2[c:47]([cH:48][cH:49][cH:50][cH:51]2)[n:52][n:53]1.[n:27]1[cH:28][cH:29][c:30]([CH2:33][C:34](=[O:35])[OH:36])[cH:31][cH:32]1>>[CH3:2][C:3]1([CH3:26])[c:4]2[cH:5][cH:6][c:7](-[c:15]3[n:16][c:17]([CH:20]4[CH2:21][CH2:22][N:23]([C:34]([CH2:33][c:30]5[cH:29][cH:28][n:27][cH:32][cH:31]5)=[O:35])[CH2:24][CH2:25]4)[s:18][cH:19]3)[cH:8][c:9]2[C:10]([CH3:13])([CH3:14])[CH2:11][CH2:12]1.